From a dataset of the Open Reaction Database (ORD), a public repository of structured organic reaction records. describe an organic reaction: reactants, conditions, products, and yield Starting materials: CC1=NC2=C(C=C(C=C2N=C1C)C(=O)OC)C (methyl 2,3,8-trimethyl-quinoxaline-6-carboxylate), [H-].[Al+3].[Li+].[H-].[H-].[H-] (lithium aluminium hydride). Run in O1CCCC1 (tetrahydrofuran). Yields the product CC1=NC2=C(C=C(C=C2N=C1C)CO)C ((2,3,8-trimethyl-quinoxalin-6-yl)-methanol). Reaction SMILES: [CH3:1][C:2]1[C:11]([CH3:12])=[N:10][C:9]2[C:4](=[C:5]([CH3:17])[CH:6]=[C:7]([C:13](OC)=[O:14])[CH:8]=2)[N:3]=1.[H-].[Al+3].[Li+].[H-].[H-].[H-]>O1CCCC1>[CH3:1][C:2]1[C:11]([CH3:12])=[N:10][C:9]2[C:4](=[C:5]([CH3:17])[CH:6]=[C:7]([CH2:13][OH:14])[CH:8]=2)[N:3]=1 |f:1.2.3.4.5.6|. Reported procedure: Prepared by reducing 691 mg of methyl 2,3,8-trimethyl-quinoxaline-6-carboxylate with 300 mg of lithium aluminium hydride (95%) in 15 ml tetrahydrofuran at ambient temperature. Starting materials: CN(C)C=O, Cc1cc(OCCCl)nn1-c1ccc(Cl)c(Cl)c1, [I-], [K+], [K+], CC(=O)NC1CCNC1, [Na+], O=C([O-])[O-]. The product is CC(=O)NC1CCN(CCOc2cc(C)n(-c3ccc(Cl)c(Cl)c3)n2)C1. Reaction SMILES: [CH3:36][N:37]([CH3:38])[CH:39]=[O:40].[Cl:1][CH2:2][CH2:3][O:4][c:5]1[n:6][n:7](-[c:11]2[cH:12][c:13]([Cl:18])[c:14]([Cl:17])[cH:15][cH:16]2)[c:8]([CH3:10])[cH:9]1.[I-:34].[K+:28].[K+:29].[NH:19]1[CH2:20][CH:21]([NH:24][C:25]([CH3:26])=[O:27])[CH2:22][CH2:23]1.[Na+:35].[O-:30][C:31]([O-:32])=[O:33]>>[CH2:2]([CH2:3][O:4][c:5]1[n:6][n:7](-[c:11]2[cH:12][c:13]([Cl:18])[c:14]([Cl:17])[cH:15][cH:16]2)[c:8]([CH3:10])[cH:9]1)[N:19]1[CH2:20][CH:21]([NH:24][C:25]([CH3:26])=[O:27])[CH2:22][CH2:23]1. The reactants are C(C)(C)(C)OC(NC(C(C=[N+]=[N-])=O)CC1=CC=C(C=C1)[N+](=O)[O-])=O ([3-diazo-1-(4-nitrobenzyl)-2-oxo-propyl]carbamic acid tert-butyl ester), Br (HBr). Solvent: C1CCOC1 (THF). Run at temperature 0 celsius, time 1.5 hour. Yields the product C(C)(C)(C)OC(NC(C(CBr)=O)CC1=CC=C(C=C1)[N+](=O)[O-])=O ([3-bromo-1-(4-nitro-benzyl)-2-oxo-propyl]-carbamic acid tert-butyl ester). As a reaction SMILES: [C:1]([O:5][C:6](=[O:24])[NH:7][CH:8]([CH2:14][C:15]1[CH:20]=[CH:19][C:18]([N+:21]([O-:23])=[O:22])=[CH:17][CH:16]=1)[C:9](=[O:13])[CH:10]=[N+]=[N-])([CH3:4])([CH3:3])[CH3:2].[BrH:25]>C1COCC1>[C:1]([O:5][C:6](=[O:24])[NH:7][CH:8]([CH2:14][C:15]1[CH:20]=[CH:19][C:18]([N+:21]([O-:23])=[O:22])=[CH:17][CH:16]=1)[C:9](=[O:13])[CH2:10][Br:25])([CH3:4])([CH3:3])[CH3:2]. Reported procedure: To a 0° C. solution of [3-diazo-1-(4-nitrobenzyl)-2-oxo-propyl]carbamic acid tert-butyl ester, 50, (0.350 g, 1.04 mmol) in THF (5 mL) is added dropwise 48% aq. HBr (0.14 mL, 1.25 mmol). The reaction mixture is stirred at 0° C. for 1.5 hours and quenched at 0° C. with saturated aqueous Na2CO3. The mixture is extracted with EtOAc (3×25 mL) and the combined organic extracts are washed with brine, dried (Na2SO4), filtered and concentrated in vacuo to afford 0.400 g of the desired product that is use... Starting materials: [BH4-].[Na+] (Sodium borohydride), NC=1OC[C@@]2(C3=CC(=CC=C3OC=3C=CC(=CC23)C(CC(C)(C)C)=O)C=2C=NC=NC2)N1 (1-((4S)-2-amino-7′-(5-pyrimidinyl)spiro[1,3-oxazole-4,9′-xanthen]-2′-yl)-3,3-dimethyl-1-butanone), [Cl-].[NH4+] (ammonium chloride). The solvent is C(C)(=O)OCC (ethyl acetate), O (water), CO (methanol). Conditions: time 1 hour. Product: NC=1OC[C@@]2(C3=CC(=CC=C3OC=3C=CC(=CC23)C(CC(C)(C)C)O)C=2C=NC=NC2)N1 ((1RS)-1-((4S)-2-amino-7′-(5-pyrimidinyl)spiro[1,3-oxazole-4,9′-xanthen]-2′-yl)-3,3-dimethyl-1-butanol). RXN SMILES: [BH4-].[Na+].[NH2:3][C:4]1[O:5][CH2:6][C@@:7]2([N:34]=1)[C:20]1[CH:19]=[C:18]([C:21](=[O:27])[CH2:22][C:23]([CH3:26])([CH3:25])[CH3:24])[CH:17]=[CH:16][C:15]=1[O:14][C:13]1[C:8]2=[CH:9][C:10]([C:28]2[CH:29]=[N:30][CH:31]=[N:32][CH:33]=2)=[CH:11][CH:12]=1.[Cl-].[NH4+]>CO.C(OCC)(=O)C.O>[NH2:3][C:4]1[O:5][CH2:6][C@@:7]2([N:34]=1)[C:20]1[CH:19]=[C:18]([CH:21]([OH:27])[CH2:22][C:23]([CH3:25])([CH3:26])[CH3:24])[CH:17]=[CH:16][C:15]=1[O:14][C:13]1[C:8]2=[CH:9][C:10]([C:28]2[CH:29]=[N:30][CH:31]=[N:32][CH:33]=2)=[CH:11][CH:12]=1 |f:0.1,3.4|. Procedure: Sodium borohydride (33.1 mg, 874 μmol) was added at RT to a solution of 1-((4S)-2-amino-7′-(5-pyrimidinyl)spiro[1,3-oxazole-4,9′-xanthen]-2′-yl)-3,3-dimethyl-1-butanone (312 mg, 728 μmol) in methanol (5 ml) and the mixture was stirred for 1 hr at ambient temperature. Saturated ammonium chloride solution (3 ml) was added, the mixture was diluted with ethyl acetate (5 ml) and water was added to dissolve solids. The organic layer was washed with brine, dried and concentrated to give pink solid whic... The reactants are C1(=CC=CC=C1)S(=O)(=O)N1C(=CC=2C1=NC=CC2OC)I (1-benzenesulfonyl-2-iodo-4-methoxy-1H-pyrrolo[2,3-b]pyridine), C(CCC)[Sn](C1=CCCC1)(CCCC)CCCC (tributyl-cyclopent-1-enyl-stannane). The reagents and catalysts are Cl[Pd]([P](C1=CC=CC=C1)(C2=CC=CC=C2)C3=CC=CC=C3)([P](C4=CC=CC=C4)(C5=CC=CC=C5)C6=CC=CC=C6)Cl (bis(triphenylphosphine)palladium(II) chloride). Run in CN(C)C=O (DMF). Reaction conditions: temperature 90 celsius. The product is C1(=CC=CC=C1)S(=O)(=O)N1C(=CC2=C(C=CN=C12)OC)C1=CCCC1 (1-benzenesulfonyl-2-cyclopent-1-enyl-4-methoxy-7-azaindole). Isolated yield 64.9%. RXN SMILES: [C:1]1([S:7]([N:10]2[C:14]3=[N:15][CH:16]=[CH:17][C:18]([O:19][CH3:20])=[C:13]3[CH:12]=[C:11]2I)(=[O:9])=[O:8])[CH:6]=[CH:5][CH:4]=[CH:3][CH:2]=1.C([Sn](CCCC)(CCCC)[C:27]1[CH2:31][CH2:30][CH2:29][CH:28]=1)CCC>CN(C=O)C.Cl[Pd](Cl)([P](C1C=CC=CC=1)(C1C=CC=CC=1)C1C=CC=CC=1)[P](C1C=CC=CC=1)(C1C=CC=CC=1)C1C=CC=CC=1>[C:1]1([S:7]([N:10]2[C:14]3[C:13](=[C:18]([O:19][CH3:20])[CH:17]=[CH:16][N:15]=3)[CH:12]=[C:11]2[C:27]2[CH2:31][CH2:30][CH2:29][CH:28]=2)(=[O:9])=[O:8])[CH:6]=[CH:5][CH:4]=[CH:3][CH:2]=1 |^1:47,66|. Reported procedure: A mixture of 1-benzenesulfonyl-2-iodo-4-methoxy-1H-pyrrolo[2,3-b]pyridine (1.1 g, 2.65 mmol), tributyl-cyclopent-1-enyl-stannane (1.9 g, 5.31 mmol), and bis(triphenylphosphine)palladium(II) chloride (93 mg) in DMF (10 mL) was heated in a sealed tube to 90° C. for seven hours. The mixture was washed with hexanes (2×10 mL) and the DMF phase was concentrated under reduced pressure. The residue was purified by flash chromatography on silica gel (gradient elution of 10-35% EtOAc/hexanes) to give 0.61... Starting materials: formula 3, C1(=CC=C(C=C1)S(=O)(=O)O)C (p-toluenesulfonic acid), CC(C(C=C[C@H]1[C@@H](C(CC1)=O)CC=CCCCC(=O)OC)=O)(CCCC)C (methyl trans-7-[2-(4,4-dimethyl-3-oxo-1-octenyl)-5-oxo-cyclopentyl]-5-heptenoate), C(CO)O (ethylene glycol). The solvent is C1=CC=CC=C1 (benzene). Reaction conditions: time 30 minute. Yields the product C1OC2C(C(CC2OC1)\C=C/C(C(CCCC)(C)C)O)C/C=C/CCCC(=O)OC (methyl trans,cis-7-[2-(ethylenedioxy)-5-(3-hydroxy-4,4-dimethyl-1-octenyl)cyclopentyl]-5-heptenoate). As a reaction SMILES: [CH3:1][C:2]([CH3:27])([CH2:23][CH2:24][CH2:25][CH3:26])[C:3](=[O:22])[CH:4]=[CH:5][C@@H:6]1[CH2:10][CH2:9][C:8](=[O:11])[C@H:7]1[CH2:12][CH:13]=[CH:14][CH2:15][CH2:16][CH2:17][C:18]([O:20][CH3:21])=[O:19].[CH2:28](O)[CH2:29][OH:30].C1(C)C=CC(S(O)(=O)=O)=CC=1>C1C=CC=CC=1>[CH2:28]1[CH2:29][O:30][CH:9]2[CH:8]([CH:7]([CH2:12]/[CH:13]=[CH:14]/[CH2:15][CH2:16][CH2:17][C:18]([O:20][CH3:21])=[O:19])[CH:6](/[CH:5]=[CH:4]\[CH:3]([OH:22])[C:2]([CH3:27])([CH3:1])[CH2:23][CH2:24][CH2:25][CH3:26])[CH2:10]2)[O:11]1. Procedure: A mixture of the compound of formula 3 in which L is the radical C, methyl trans-7-[2-(4,4-dimethyl-3-oxo-1-octenyl)-5-oxo-cyclopentyl]-5-heptenoate (2.5 g, γmaxfilm 1730-1725, 1667, 1620 cm-1), ethylene glycol (360 mg) and p-toluenesulfonic acid (35 mg) in 50 ml of benzene is heated at reflux for 2.5 hr. Thereafter the mixture is extracted with ether. The ether extract is washed with water, dried (MgSO4) and concentrated under reduced pressure. The residue containing methyl trans, cis-7-[2-(eth... Starting materials: COc1cc(Br)c2c(c1)CCN2, C1CCOC1, C[Si](C)(C)[N-][Si](C)(C)C, CCOC(C)=O, CCC(CC)n1nnc2c(Cl)nc(C)cc21, [Na+]. Yields the product CCC(CC)n1nnc2c(N3CCc4cc(OC)cc(Br)c43)nc(C)cc21. As a reaction SMILES: [Br:1][c:2]1[cH:3][c:4]([O:11][CH3:12])[cH:5][c:6]2[c:10]1[NH:9][CH2:8][CH2:7]2.[CH2:45]1[O:46][CH2:47][CH2:48][CH2:49]1.[CH3:29][Si:30]([N-:31][Si:32]([CH3:33])([CH3:34])[CH3:35])([CH3:36])[CH3:37].[CH3:39][CH2:40][O:41][C:42](=[O:43])[CH3:44].[Cl:13][c:14]1[n:15][c:16]([CH3:28])[cH:17][c:18]2[c:19]1[n:20][n:21][n:22]2[CH:23]([CH2:24][CH3:25])[CH2:26][CH3:27].[Na+:38]>>[Br:1][c:2]1[cH:3][c:4]([O:11][CH3:12])[cH:5][c:6]2[c:10]1[N:9]([c:14]1[n:15][c:16]([CH3:28])[cH:17][c:18]3[c:19]1[n:20][n:21][n:22]3[CH:23]([CH2:24][CH3:25])[CH2:26][CH3:27])[CH2:8][CH2:7]2. The reactants are FC(C(=O)O)(F)F.N[C@H]1CN(CC1)C1=NC(=C2N=CN(C2=N1)[C@H]1[C@@H]([C@@H]([C@H](C1)NC(CC)=O)O)O)NC(CC)CC (N-{(1S,2R,3S,4R)-4-[2-((R)-3-Amino-pyrrolidin-1-yl)-6-(1-ethyl-propylamino)-purin-9-yl]-2,3-dihydroxy-cyclopentyl}-propionamide trifluoroacetate), FC(C(=O)O)(F)F.ClC1=NC(=C2N=CN(C2=N1)[C@H]1[C@@H]([C@@H]([C@H](C1)NC(CC)=O)O)O)NCC1=CC=CC2=CC=CC=C12 (N-((1S,2R,3S,4R)-4-{2-chloro-6-[(naphthalen-1-ylmethyl)-amino]-purin-9-yl}-2,3-dihydroxy-cyclopentyl)-propionamide trifluoroacetate). Yields the product FC(C(=O)O)(F)F.N[C@H]1CN(CC1)C1=NC(=C2N=CN(C2=N1)[C@H]1[C@@H]([C@@H]([C@H](C1)NC(CC)=O)O)O)NCC1=CC=CC2=CC=CC=C12 (N-((1S,2R,3S,4R)-4-{2-((R)-3-Amino-pyrrolidin-1-yl)-6-[(naphthalen-1-ylmethyl)-amino]-purin-9-yl}-2,3-dihydroxy-cyclopentyl)-propionamide trifluoroacetate). As a reaction SMILES: [F:1][C:2]([F:7])([F:6])[C:3]([OH:5])=[O:4].[NH2:8][C@@H:9]1[CH2:13][CH2:12][N:11]([C:14]2[N:22]=[C:21]3[C:17]([N:18]=[CH:19][N:20]3[C@@H:23]3[CH2:27][C@H:26]([NH:28][C:29](=[O:32])[CH2:30][CH3:31])[C@@H:25]([OH:33])[C@H:24]3[OH:34])=[C:16]([NH:35]C(CC)CC)[N:15]=2)[CH2:10]1.FC(F)(F)C(O)=O.ClC1N=C2C(N=CN2[C@@H]2C[C@H](NC(=O)CC)[C@@H](O)[C@H]2O)=C(N[CH2:71][C:72]2[C:81]3[C:76](=[CH:77][CH:78]=[CH:79][CH:80]=3)[CH:75]=[CH:74][CH:73]=2)N=1>>[F:1][C:2]([F:7])([F:6])[C:3]([OH:5])=[O:4].[NH2:8][C@@H:9]1[CH2:13][CH2:12][N:11]([C:14]2[N:22]=[C:21]3[C:17]([N:18]=[CH:19][N:20]3[C@@H:23]3[CH2:27][C@H:26]([NH:28][C:29](=[O:32])[CH2:30][CH3:31])[C@@H:25]([OH:33])[C@H:24]3[OH:34])=[C:16]([NH:35][CH2:71][C:72]3[C:81]4[C:76](=[CH:77][CH:78]=[CH:79][CH:80]=4)[CH:75]=[CH:74][CH:73]=3)[N:15]=2)[CH2:10]1 |f:0.1,2.3,4.5|. Procedure details: This compound is prepared analogously to N-{(1S,2R,3S,4R)-4-[2-((R)-3-Amino-pyrrolidin-1-yl)-6-(1-ethyl-propylamino)-purin-9-yl]-2,3-dihydroxy-cyclopentyl}-propionamide trifluoroacetate by replacing N-{(1S,2R,3S,4R)-4-[2-chloro-6-(1-ethyl-propylamino)-purin-9-yl]-2,3-dihydroxy-cyclopentyl}-propionamide with N-((1S,2R,3S,4R)-4-{2-chloro-6-[(naphthalen-1-ylmethyl)-amino]-purin-9-yl}-2,3-dihydroxy-cyclopentyl)-propionamide trifluoroacetate. The reactants are COC=1C=C(C=C(C1OC)OC)C1=NC(=C2C=CC=NC2=C1)OS(=O)(=O)C(F)(F)F (Trifluoro-methanesulfonic acid 7-(3,4,5-trimethoxy-phenyl)-[1,6]naphthyridine-5-yl ester), NC[C@H]1CNC(O1)=O ((S)-5-(aminomethyl)oxazolidine-2-one), C(C)(C)N(CC)C(C)C (diisopropylethylamine). The solvent is ClCCl (dichloromethane), O (water), CC(=O)N(C)C (dimethylacetamide). Reaction conditions: temperature 70 celsius. The product is COC=1C=C(C=C(C1OC)OC)C1=NC(=C2C=CC=NC2=C1)NC[C@H]1CNC(O1)=O ((S)-5-((7-(3,4,5-trimethoxyphenyl)-1,6-naphthyridine-5-ylamino)methyl) oxazolidine-2-one). As a reaction SMILES: [CH3:1][O:2][C:3]1[CH:4]=[C:5]([C:13]2[CH:22]=[C:21]3[C:16]([CH:17]=[CH:18][CH:19]=[N:20]3)=[C:15](OS(C(F)(F)F)(=O)=O)[N:14]=2)[CH:6]=[C:7]([O:11][CH3:12])[C:8]=1[O:9][CH3:10].[NH2:31][CH2:32][C@@H:33]1[O:37][C:36](=[O:38])[NH:35][CH2:34]1.C(N(C(C)C)CC)(C)C>CC(N(C)C)=O.ClCCl.O>[CH3:1][O:2][C:3]1[CH:4]=[C:5]([C:13]2[CH:22]=[C:21]3[C:16]([CH:17]=[CH:18][CH:19]=[N:20]3)=[C:15]([NH:31][CH2:32][C@@H:33]3[O:37][C:36](=[O:38])[NH:35][CH2:34]3)[N:14]=2)[CH:6]=[C:7]([O:11][CH3:12])[C:8]=1[O:9][CH3:10]. Procedure details: 100 mg 6.1 and 70 mg of (S)-5-(aminomethyl)oxazolidine-2-one (2.19) (50%) were dissolved in dimethylacetamide. 0.175 mL (1.01 mmol) of diisopropylethylamine was added and the mixture was heated at 70° C. for 30 minutes and overnight at ambient temperature. The mixture was diluted with 20 mL dichloromethane and 20 mL water. The phases were separated and the water phase extracted with additional 10 mL dichloromethane. The combined organic phases were concentrated and the product purified via chrom... Reactants: C(C)OC(=O)N=C1SC(=CN1C1=CC(=CC=C1)C(F)(F)F)Br (2-ethoxycarbonylimino-3-(3-trifluoromethylphenyl)-5-bromothiazoline), C(CCC)[SnH](CCCC)CCCC (tributyltin hydride), C(C1=CC=CC=C1)(=O)OOC(C1=CC=CC=C1)=O (benzoyl peroxide). The solvent is O1CCCC1 (tetrahydrofuran). Product: C(C)OC(=O)N=C1SC=CN1C1=CC(=CC=C1)C(F)(F)F (2-ethoxycarbonylimino-3-(3-trifluoromethylphenyl) thiazoline). Isolated yield 75.8%. RXN SMILES: [CH2:1]([O:3][C:4]([N:6]=[C:7]1[N:11]([C:12]2[CH:17]=[CH:16][CH:15]=[C:14]([C:18]([F:21])([F:20])[F:19])[CH:13]=2)[CH:10]=[C:9](Br)[S:8]1)=[O:5])[CH3:2].C([SnH](CCCC)CCCC)CCC.C(OOC(=O)C1C=CC=CC=1)(=O)C1C=CC=CC=1>O1CCCC1>[CH2:1]([O:3][C:4]([N:6]=[C:7]1[N:11]([C:12]2[CH:17]=[CH:16][CH:15]=[C:14]([C:18]([F:20])([F:21])[F:19])[CH:13]=2)[CH:10]=[CH:9][S:8]1)=[O:5])[CH3:2]. Procedure details: A solution of 2-ethoxycarbonylimino-3-(3-trifluoromethylphenyl)-5-bromothiazoline (4.7 g), tributyltin hydride (6.9 g) and a catalytic amount of benzoyl peroxide in tetrahydrofuran (100 ml) was refluxed for 10 hours. The solvent was removed by distillation, and the residue was washed with hexane. Recrystallization from a mixture of hexane and ethanol gave 2.85 g of 2-ethoxycarbonylimino-3-(3-trifluoromethylphenyl) thiazoline (Compound (xii)).